Task: describe an organic reaction: reactants, conditions, products, and yield. Dataset: the Open Reaction Database (ORD), a public repository of structured organic reaction records Reactants: COC=1C=C(C=CC1)C=1OC2=C(C1)C=CC=C2C=O (2-(3-methoxy-phenyl)-7-benzofurancarbaldehye), CSS(=O)(C)C (methyl methylsulfinyl methyl sulfide), O1CCCC1 (tetrahydrofuran), C([O-])(O)=O.[Na+] (sodium bicarbonate). Reaction conditions: time 24 hour. As a reaction SMILES: [CH3:1][O:2][C:3]1[CH:4]=[C:5]([C:9]2[O:10][C:11]3[C:17](C=O)=[CH:16][CH:15]=[CH:14][C:12]=3[CH:13]=2)[CH:6]=[CH:7][CH:8]=1.CSS(C)(C)=O.[O:26]1[CH2:30]C[CH2:28][CH2:27]1.C(=O)(O)[O-:32].[Na+]>Cl.CO.O>[CH3:1][O:2][C:3]1[CH:4]=[C:5]([C:9]2([CH2:28][C:27]([O:26][CH3:30])=[O:32])[CH2:13][CH:12]=[C:14]3[CH:15]=[CH:16][CH:17]=[C:11]3[O:10]2)[CH:6]=[CH:7][CH:8]=1 |f:3.4|. The solvent is Cl (hydrochloric acid), CO (methanol), O (water). Yields the product COC=1C=C(C=CC1)C1(OC=2C(C=CC2)=CC1)CC(=O)OC (Methyl 2-(3-methoxy-phenyl)-7-benzofuranacetate). Procedure details: A mixture of 7.4 g of the product of Step A, 4.4 g of methyl methylsulfinyl methyl sulfide, 75 ml of tetrahydrofuran and 7 ml of Triton B was refluxed for one hour and then was poured into water and extracted with dichloromethane. The extracts were dried and concentrated to obtain 10 ml of produce which was dissolved in a 2N hydrochloric acid solution in methanol. The solution was stirred for 24 hours, treated with sodium bicarbonate, and stirred for one hour. After separating, extraction was ca...